Dataset: the Open Reaction Database (ORD), a public repository of structured organic reaction records. Task: describe an organic reaction: reactants, conditions, products, and yield Reaction SMILES: [Br:10][c:11]1[cH:12][cH:13][c:14]([NH2:15])[cH:16][cH:17]1.[CH3:21][c:22]1[cH:23][cH:24][cH:25][cH:26][cH:27]1.[CH:18]([CH3:19])=[O:20].[nH:1]1[n:2][n:3][c:4]2[c:5]1[cH:6][cH:7][cH:8][cH:9]2>>[n:1]1([CH:18]([NH:15][c:14]2[cH:13][cH:12][c:11]([Br:10])[cH:17][cH:16]2)[CH3:19])[n:2][n:3][c:4]2[c:5]1[cH:6][cH:7][cH:8][cH:9]2. Starting materials: Nc1ccc(Br)cc1, Cc1ccccc1, CC=O, c1ccc2[nH]nnc2c1. The product is CC(Nc1ccc(Br)cc1)n1nnc2ccccc21. The reactants are NC(CCCCC(=O)OC)C1=C(C=CC=C1OC)OC (methyl 6-amino-6-(2,6-dimethoxyphenyl)hexanoate), C1=C(C=CC2=CC=CC=C12)C=O (2-naphthaldehyde). Product: COC1=C(C(=CC=C1)OC)C1CCCCC(N1CC1=CC2=CC=CC=C2C=C1)=O (7-(2,6-dimethoxyphenyl)-1-(naphthalen-2-ylmethyl)azepan-2-one). As a reaction SMILES: [NH2:1][CH:2]([C:11]1[C:16]([O:17][CH3:18])=[CH:15][CH:14]=[CH:13][C:12]=1[O:19][CH3:20])[CH2:3][CH2:4][CH2:5][CH2:6][C:7]([O:9]C)=O.[CH:21]1[C:30]2[C:25](=[CH:26][CH:27]=[CH:28][CH:29]=2)[CH:24]=[CH:23][C:22]=1[CH:31]=O>>[CH3:20][O:19][C:12]1[CH:13]=[CH:14][CH:15]=[C:16]([O:17][CH3:18])[C:11]=1[CH:2]1[N:1]([CH2:31][C:22]2[CH:23]=[CH:24][C:25]3[C:30](=[CH:29][CH:28]=[CH:27][CH:26]=3)[CH:21]=2)[C:7](=[O:9])[CH2:6][CH2:5][CH2:4][CH2:3]1. Procedure: Prepared according to the described general procedure 1 (GP1) by reaction of methyl 6-amino-6-(2,6-dimethoxyphenyl)hexanoate with commercially available 2-naphthaldehyde. Subsequent purification by preparative HPLC afforded the target compound. LC-MS (conditions A): tR=0.95 min.; [M+H]+: 390.17 g/mol. Starting materials: CC(=Cc1ccc(C(C)C)cc1)CO, CC(C)OC(C)C, O, BrP(Br)Br. The product is CC(=Cc1ccc(C(C)C)cc1)CBr. RXN SMILES: [CH:1]([CH3:2])([CH3:3])[c:4]1[cH:5][cH:6][c:7]([CH:10]=[C:11]([CH2:12][OH:13])[CH3:14])[cH:8][cH:9]1.[CH:20]([O:21][CH:22]([CH3:23])[CH3:24])([CH3:25])[CH3:26].[OH2:19].[P:15]([Br:16])([Br:17])[Br:18]>>[CH:1]([CH3:2])([CH3:3])[c:4]1[cH:5][cH:6][c:7]([CH:10]=[C:11]([CH2:12][Br:16])[CH3:14])[cH:8][cH:9]1. Starting materials: CC(C)(C)OC(=O)NC1CCNC1, Cn1c(=O)c2c(nc(Cl)n2Cc2ccccc2C#N)n(C)c1=O. The product is Cn1c(=O)c2c(nc(N3CCC(NC(=O)OC(C)(C)C)C3)n2Cc2ccccc2C#N)n(C)c1=O. RXN SMILES: [C:24]([CH3:25])([CH3:26])([CH3:27])[O:28][C:29](=[O:30])[NH:31][CH:32]1[CH2:33][NH:34][CH2:35][CH2:36]1.[Cl:1][c:2]1[n:3][c:4]2[n:5]([CH3:23])[c:6](=[O:22])[n:7]([CH3:21])[c:8](=[O:20])[c:9]2[n:10]1[CH2:11][c:12]1[c:13]([C:14]#[N:15])[cH:16][cH:17][cH:18][cH:19]1>>[c:2]1([N:34]2[CH2:33][CH:32]([NH:31][C:29]([O:28][C:24]([CH3:25])([CH3:26])[CH3:27])=[O:30])[CH2:36][CH2:35]2)[n:3][c:4]2[n:5]([CH3:23])[c:6](=[O:22])[n:7]([CH3:21])[c:8](=[O:20])[c:9]2[n:10]1[CH2:11][c:12]1[c:13]([C:14]#[N:15])[cH:16][cH:17][cH:18][cH:19]1. The reactants are N#CCCCCn1cnc(N)n1, CC#N, FC(F)(F)CN=C=S. Product: N#CCCCCn1cnc(NC(=S)NCC(F)(F)F)n1. As a reaction SMILES: [C:1](#[N:2])[CH2:3][CH2:4][CH2:5][CH2:6][n:7]1[n:8][c:9]([NH2:12])[n:10][cH:11]1.[CH3:21][C:22]#[N:23].[F:13][C:14]([CH2:15][N:16]=[C:17]=[S:18])([F:19])[F:20]>>[C:1](#[N:2])[CH2:3][CH2:4][CH2:5][CH2:6][n:7]1[n:8][c:9]([NH:12][C:17]([NH:16][CH2:15][C:14]([F:13])([F:19])[F:20])=[S:18])[n:10][cH:11]1. Starting materials: N1N=C(C2=CC=CC=C12)O (1H-Indazol-3-ol), C1(CCCCC1)N1C=2C(C(=O)OC1=O)=CC=CC2 (N-cyclohexylisatoic anhydride). The product is C1(CCCCC1)NC1=C(C(=O)N2N=C(C3=CC=CC=C23)O)C=CC=C1 (1-(o-Cyclohexylaminobenzoyl)-1H-indazol-3-ol). Yield: 20.1%. Reaction SMILES: [NH:1]1[C:9]2[C:4](=[CH:5][CH:6]=[CH:7][CH:8]=2)[C:3]([OH:10])=[N:2]1.[CH:11]1([N:17]2C(=O)O[C:20](=[O:21])[C:19]3=[CH:25][CH:26]=[CH:27][CH:28]=[C:18]23)[CH2:16][CH2:15][CH2:14][CH2:13][CH2:12]1>>[CH:11]1([NH:17][C:18]2[CH:28]=[CH:27][CH:26]=[CH:25][C:19]=2[C:20]([N:1]2[C:9]3[C:4](=[CH:5][CH:6]=[CH:7][CH:8]=3)[C:3]([OH:10])=[N:2]2)=[O:21])[CH2:16][CH2:15][CH2:14][CH2:13][CH2:12]1. Procedure details: 1H-Indazol-3-ol was reacted with N-cyclohexylisatoic anhydride according to the general procedure A above and afforded the desired amine as yellow solid in 20.1% yield; m.p. 150°-152° C. The reactants are ClC=1C=CC=C2C(=CNC12)C1=NC(=NC=C1)NC1CC(NC(C1)(C)C)(C)C ([4-(7-Chloro-1H-indol-3-yl)-pyrimidin-2-yl]-(2,2,6,6-tetramethyl-piperidin-4-yl)-amine), C(C=C)#N (acrylonitrile), CCCC[N+](CCCC)(CCCC)CCCC.[F-] (TBAF). Product: CC1(NC(CC(C1)NC1=NC=CC(=N1)C1=CNC2=C(C=CC=C12)/C=C/C#N)(C)C)C ((E)-3-{3-[2-(2,2,6,6-Tetramethyl-piperidin-4-ylamino)-pyrimidin-4-yl]-1H-indol-7-yl}-acrylonitrile). As a reaction SMILES: Cl[C:2]1[CH:3]=[CH:4][CH:5]=[C:6]2[C:10]=1[NH:9][CH:8]=[C:7]2[C:11]1[CH:16]=[CH:15][N:14]=[C:13]([NH:17][CH:18]2[CH2:23][C:22]([CH3:25])([CH3:24])[NH:21][C:20]([CH3:27])([CH3:26])[CH2:19]2)[N:12]=1.[C:28](#[N:31])[CH:29]=[CH2:30].CCCC[N+](CCCC)(CCCC)CCCC.[F-]>>[CH3:24][C:22]1([CH3:25])[CH2:23][CH:18]([NH:17][C:13]2[N:12]=[C:11]([C:7]3[C:6]4[C:10](=[C:2](/[CH:30]=[CH:29]/[C:28]#[N:31])[CH:3]=[CH:4][CH:5]=4)[NH:9][CH:8]=3)[CH:16]=[CH:15][N:14]=2)[CH2:19][C:20]([CH3:27])([CH3:26])[NH:21]1 |f:2.3|. Reported procedure: The title compound was prepared by the general Heck procedure described in Example 256, using the SEM-protected intermediate of Example 228 and acrylonitrile, followed by TBAF deprotection of the SEM group.